From a dataset of the Open Reaction Database (ORD), a public repository of structured organic reaction records. describe an organic reaction: reactants, conditions, products, and yield Starting materials: FC(CNC(=O)C1(C2=CC=CC=C2OC=2C=CC=CC12)CCCCBr)(F)F (9-(4-bromo-butyl)-9H-xanthene-9-carboxylic acid-(2,2,2-trifluoro-ethyl)-amide), ClC=1C=C2C=CC(=NC2=CC1)N1CCNCCC1 (6-chloro-2-[1.4]diazepan-1-yl-quinoline). Yields the product FC(CNC(=O)C1(C2=CC=CC=C2OC=2C=CC=CC12)CCCCN1CCN(CCC1)C1=NC2=CC=C(C=C2C=C1)Cl)(F)F (9-{4-[4-(6-chloro-quinolin-2-yl)-[1.4]diazepan-1-yl]-butyl}-9H-xanthene-9-carboxylic acid-(2,2,2-trifluoro-ethyl)-amide). RXN SMILES: [F:1][C:2]([F:27])([F:26])[CH2:3][NH:4][C:5]([C:7]1([CH2:21][CH2:22][CH2:23][CH2:24]Br)[C:20]2[CH:19]=[CH:18][CH:17]=[CH:16][C:15]=2[O:14][C:13]2[C:8]1=[CH:9][CH:10]=[CH:11][CH:12]=2)=[O:6].[Cl:28][C:29]1[CH:30]=[C:31]2[C:36](=[CH:37][CH:38]=1)[N:35]=[C:34]([N:39]1[CH2:45][CH2:44][CH2:43][NH:42][CH2:41][CH2:40]1)[CH:33]=[CH:32]2>>[F:1][C:2]([F:27])([F:26])[CH2:3][NH:4][C:5]([C:7]1([CH2:21][CH2:22][CH2:23][CH2:24][N:42]2[CH2:43][CH2:44][CH2:45][N:39]([C:34]3[CH:33]=[CH:32][C:31]4[C:36](=[CH:37][CH:38]=[C:29]([Cl:28])[CH:30]=4)[N:35]=3)[CH2:40][CH2:41]2)[C:20]2[CH:19]=[CH:18][CH:17]=[CH:16][C:15]=2[O:14][C:13]2[C:8]1=[CH:9][CH:10]=[CH:11][CH:12]=2)=[O:6]. Reported procedure: Prepared analogously to Example 2 from 9-(4-bromo-butyl)-9H-xanthene-9-carboxylic acid-(2,2,2-trifluoro-ethyl)-amide and 6-chloro-2-[1.4]diazepan-1-yl-quinoline